This data is from the Open Reaction Database (ORD), a public repository of structured organic reaction records. The task is: describe an organic reaction: reactants, conditions, products, and yield Reactants: COc1cc2c(Nc3nc(C)cs3)cnc(CNC(=O)OC(C)(C)C)c2cc1OC, ClCCl, Cl, C1COCCO1. Product: Cl, COc1cc2c(Nc3nc(C)cs3)cnc(CN)c2cc1OC. As a reaction SMILES: [C:1]([O:2][C:3](=[O:4])[NH:7][CH2:8][c:9]1[n:10][cH:11][c:12]([NH:23][c:24]2[s:25][cH:26][c:27]([CH3:29])[n:28]2)[c:13]2[cH:14][c:15]([O:21][CH3:22])[c:16]([O:19][CH3:20])[cH:17][c:18]12)([CH3:5])([CH3:6])[CH3:30].[Cl:32][CH2:33][Cl:34].[ClH:31].[O:35]1[CH2:36][CH2:37][O:38][CH2:39][CH2:40]1>>[ClH:31].[NH2:7][CH2:8][c:9]1[n:10][cH:11][c:12]([NH:23][c:24]2[s:25][cH:26][c:27]([CH3:29])[n:28]2)[c:13]2[cH:14][c:15]([O:21][CH3:22])[c:16]([O:19][CH3:20])[cH:17][c:18]12.